From a dataset of the Open Reaction Database (ORD), a public repository of structured organic reaction records. describe an organic reaction: reactants, conditions, products, and yield Starting materials: C(C)(C)(C)OC(=O)N1CC(C1)C(C#C[Si](C)(C)C)(O)C=1C=C2C(=C(C(=NC2=CC1)OC)CC1=CC=C(C=C1)C(F)(F)F)Cl (tert-butyl-3-(1-(4-chloro-2-methoxy-3-(4-(trifluoromethyl)benzyl)quinolin-6-yl)-1-hydroxy-3-(trimethylsilyl)prop-2-yn-1-yl)azetidine-1-carboxylate), [OH-].[K+] (KOH). Solvent: CO (MeOH). Reaction conditions: time 15 minute. The product is C(C)(C)(C)OC(=O)N1CC(C1)C(C#C)(O)C=1C=C2C(=C(C(=NC2=CC1)OC)CC1=CC=C(C=C1)C(F)(F)F)Cl (tert-Butyl-3-(1-(4-chloro-2-methoxy-3-(4-(trifluoromethyl)benzyl)quinolin-6-yl)-1-hydroxyprop-2-yn-1-yl)azetidine-1-carboxylate). Reaction SMILES: [C:1]([O:5][C:6]([N:8]1[CH2:11][CH:10]([C:12]([C:20]2[CH:21]=[C:22]3[C:27](=[CH:28][CH:29]=2)[N:26]=[C:25]([O:30][CH3:31])[C:24]([CH2:32][C:33]2[CH:38]=[CH:37][C:36]([C:39]([F:42])([F:41])[F:40])=[CH:35][CH:34]=2)=[C:23]3[Cl:43])([OH:19])[C:13]#[C:14][Si](C)(C)C)[CH2:9]1)=[O:7])([CH3:4])([CH3:3])[CH3:2].[OH-].[K+]>CO>[C:1]([O:5][C:6]([N:8]1[CH2:9][CH:10]([C:12]([C:20]2[CH:21]=[C:22]3[C:27](=[CH:28][CH:29]=2)[N:26]=[C:25]([O:30][CH3:31])[C:24]([CH2:32][C:33]2[CH:38]=[CH:37][C:36]([C:39]([F:42])([F:41])[F:40])=[CH:35][CH:34]=2)=[C:23]3[Cl:43])([OH:19])[C:13]#[CH:14])[CH2:11]1)=[O:7])([CH3:4])([CH3:2])[CH3:3] |f:1.2|. Reported procedure: To a flask containing tert-butyl 3-(4-chloro-2-methoxy-3-(4-(trifluoromethyl)benzyl)quinoline-6-carbonyl)azetidine-1-carboxylate (500 mg, 0.93 mmol, Intermediate 13: step b) was added THF (10 mL) and the solution was cooled to 0° C. Then, TMS-lithiumacetylide (0.5 M in Et2O, 2.0 mL, 1 mmol) was added and the reaction was allowed to warm gradually to room temperature. After 5 hours, additional TMS-lithiumacetylide (2 mL, 1.0 mmol, 0.5 M in Et2O) was added and the reaction mixture was stirred at r... Reactants: Cc1c[nH]c2ncc(Br)nc12, C[Si](C)(C)CCOCCl, [H-], [Na+], CN(C)C=O. Yields the product Cc1cn(COCC[Si](C)(C)C)c2ncc(Br)nc12. Reaction SMILES: [Br:1][c:2]1[n:3][c:4]2[c:5]([n:6][cH:7]1)[nH:8][cH:9][c:10]2[CH3:11].[Cl:14][CH2:15][O:16][CH2:17][CH2:18][Si:19]([CH3:20])([CH3:21])[CH3:22].[H-:13].[Na+:12].[O:23]=[CH:24][N:25]([CH3:26])[CH3:27]>>[Br:1][c:2]1[n:3][c:4]2[c:5]([n:6][cH:7]1)[n:8]([CH2:15][O:16][CH2:17][CH2:18][Si:19]([CH3:20])([CH3:21])[CH3:22])[cH:9][c:10]2[CH3:11]. Starting materials: [N+](=O)([O-])C1=CC=C(C=C1)N1CN(C2(C1=O)CCN(CC2)C(=O)OC(C)(C)C)C2=CC=CC=C2 (tert-butyl 3-(4-nitrophenyl)-4-oxo-1-phenyl-1,3,8-triazaspiro[4.5]decane-8-carboxylate), [Cl-].[NH4+] (ammonium chloride). The reagents and catalysts are [Fe] (iron). Solvent: C(C)O.O (ethanol water). Product: NC1=CC=C(C=C1)N1CN(C2(C1=O)CCN(CC2)C(=O)OC(C)(C)C)C2=CC=CC=C2 (tert-butyl 3-(4-aminophenyl)-4-oxo-1-phenyl-1,3,8-triazaspiro[4.5]decane-8-carboxylate). Isolated yield 96.8%. Reaction SMILES: [N+:1]([C:4]1[CH:9]=[CH:8][C:7]([N:10]2[C:14](=[O:15])[C:13]3([CH2:20][CH2:19][N:18]([C:21]([O:23][C:24]([CH3:27])([CH3:26])[CH3:25])=[O:22])[CH2:17][CH2:16]3)[N:12]([C:28]3[CH:33]=[CH:32][CH:31]=[CH:30][CH:29]=3)[CH2:11]2)=[CH:6][CH:5]=1)([O-])=O.[Cl-].[NH4+]>[Fe].C(O)C.O>[NH2:1][C:4]1[CH:5]=[CH:6][C:7]([N:10]2[C:14](=[O:15])[C:13]3([CH2:20][CH2:19][N:18]([C:21]([O:23][C:24]([CH3:27])([CH3:26])[CH3:25])=[O:22])[CH2:17][CH2:16]3)[N:12]([C:28]3[CH:29]=[CH:30][CH:31]=[CH:32][CH:33]=3)[CH2:11]2)=[CH:8][CH:9]=1 |f:1.2,4.5|. Procedure details: To a refluxing solution of tert-butyl 3-(4-nitrophenyl)-4-oxo-1-phenyl-1,3,8-triazaspiro[4.5]decane-8-carboxylate (1.0 g, 2.2 mmol) and ammonium chloride (1.18 g, 22.0 mmol) in 2:1 mixture of ethanol/water (21 mL), was added iron powder (0.37 g, 6.6 mmol) over a period of 45 minutes. After refluxing for another hour, the reaction mixture was extracted with dichloromethane, washed the organic extracts with water and brine. The organic phase was dried over MgSO4 and concentrated to obtain tert-but... The reactants are S(=O)([O-])[O-].[Na+].[Na+] (sodium sulfite), BrC\C(=C/C1=CC=CC=C1)\C(=O)OC ((Z)-1-Bromo-2-carbomethoxy-3-phenyl-2-propene), [K+].[Br-] (KBr), [Br-].[Na+] (sodium bromide). Solvent: O (water), CO (methanol). Conditions: temperature 50 celsius, time 45 minute. Product: [Na+].C(=O)(OC)/C(/CS(=O)(=O)[O-])=C/C1=CC=CC=C1 ((Z)-2-Carbomethoxy-3-phenyl-2-propene-1-sulfonic Acid Sodium Salt). Reaction SMILES: Br[CH2:2]/[C:3](/[C:11]([O:13][CH3:14])=[O:12])=[CH:4]\[C:5]1[CH:10]=[CH:9][CH:8]=[CH:7][CH:6]=1.[S:15]([O-:18])([O-:17])=[O:16].[Na+:19].[Na+].[Br-].[Na+].[K+].[Br-]>O.CO>[Na+:19].[C:11](/[C:3](=[CH:4]/[C:5]1[CH:10]=[CH:9][CH:8]=[CH:7][CH:6]=1)/[CH2:2][S:15]([O-:18])(=[O:17])=[O:16])([O:13][CH3:14])=[O:12] |f:1.2.3,4.5,6.7,10.11|. Procedure: To a 12 L, 3-neck round bottom flask fitted with a mechanical stirrer, thermometer and an addition funnel was added the resultant product from Example 3B (400 g, 1.57 mol) and methanol (4 L). The mixture was warmed to 50° C. and a solution of sodium sulfite (199 g, 1.57 mol) dissolved in water (4 L) was added over 75 min while the internal temperature of the flask was maintained at 50° C. After the addition was complete, the clear solution was allowed to stir at 50° C. for an additional 45 min. ... Starting materials: C(CCC)NC1=C(C=NC2=CC=CC=C12)[N+](=O)[O-] (N-Butyl-3-nitro-4-quinolinamine), C(CO)(=O)O (glycolic acid). The product is C(CCC)N1C(=NC=2C=NC=3C=CC=CC3C21)CO (1-Butyl-1H-imidazo[4,5-c]quinoline-2-methanol). The yield is 78.3%. As a reaction SMILES: [CH2:1]([NH:5][C:6]1[C:15]2[C:10](=[CH:11][CH:12]=[CH:13][CH:14]=2)[N:9]=[CH:8][C:7]=1[N+:16]([O-])=O)[CH2:2][CH2:3][CH3:4].[C:19](O)(=O)[CH2:20][OH:21]>>[CH2:1]([N:5]1[C:6]2[C:15]3[CH:14]=[CH:13][CH:12]=[CH:11][C:10]=3[N:9]=[CH:8][C:7]=2[N:16]=[C:19]1[CH2:20][OH:21])[CH2:2][CH2:3][CH3:4]. Procedure details: Using the general method of Example 1, N-butyl-3-nitro-4-quinolinamine (9.8 g, 0.04 mole, Example 122) was hydrogenated then reacted with glycolic acid (9.1 g, 0.12 mole) to provide 8.0 g of the desired product as a solid. A small sample was recrystallized from ethyl acetate to provide pure material, m.p. 146°-149° C. Yields the product NC1CCN(CCn2ccc(=O)c3ccccc32)CC1. Reaction SMILES: [C:1]([N:5]([C:2](=[O:3])[O-:4])[CH:9]1[CH2:10][CH2:11][N:12]([CH2:15][CH2:16][n:17]2[cH:18][cH:19][c:20](=[O:27])[c:21]3[cH:22][cH:23][cH:24][cH:25][c:26]23)[CH2:13][CH2:14]1)([CH3:6])([CH3:7])[CH3:8].[ClH:28].[NH2:35][CH:36]1[CH2:37][CH2:38][N:39]([CH2:40][CH2:41][n:42]2[c:43]3[c:44]([cH:45][cH:46][cH:47][cH:48]3)[cH:49][cH:50][c:51]2=[O:52])[CH2:53][CH2:54]1.[O:29]1[CH2:30][CH2:31][O:32][CH2:33][CH2:34]1.[O:55]1[CH2:56][CH2:57][O:58][CH2:59][CH2:60]1>>[NH2:5][CH:9]1[CH2:10][CH2:11][N:12]([CH2:15][CH2:16][n:17]2[cH:18][cH:19][c:20](=[O:27])[c:21]3[cH:22][cH:23][cH:24][cH:25][c:26]23)[CH2:13][CH2:14]1. The reactants are CC(C)(C)N(C(=O)[O-])C1CCN(CCn2ccc(=O)c3ccccc32)CC1, Cl, NC1CCN(CCn2c(=O)ccc3ccccc32)CC1, C1COCCO1, C1COCCO1. Starting materials: C(C)(=O)C1=CC=C(C=C1)C=1C=CC2=C(C=C(O2)C(=O)OCC)C1 (ethyl 5-(4-acetylphenyl)-benzofuran-2-carboxylate), C(C)O (ethanol), Cl.NO (hydroxylamine hydrochloride), C([O-])([O-])=O.[Na+].[Na+] (sodium carbonate). Solvent: O1CCCC1 (tetrahydrofuran), O (water). Product: ON=C(C)C1=CC=C(C=C1)C=1C=CC2=C(C=C(O2)C(=O)OCC)C1 (ethyl 5-(4-(1-(hydroxyimino)ethyl)phenyl)-2-benzofurancarboxylate). Reaction SMILES: [C:1]([C:4]1[CH:9]=[CH:8][C:7]([C:10]2[CH:11]=[CH:12][C:13]3[O:17][C:16]([C:18]([O:20][CH2:21][CH3:22])=[O:19])=[CH:15][C:14]=3[CH:23]=2)=[CH:6][CH:5]=1)(=O)[CH3:2].C(O)C.Cl.[NH2:28][OH:29].C(=O)([O-])[O-].[Na+].[Na+]>O.O1CCCC1>[OH:29][N:28]=[C:1]([C:4]1[CH:9]=[CH:8][C:7]([C:10]2[CH:11]=[CH:12][C:13]3[O:17][C:16]([C:18]([O:20][CH2:21][CH3:22])=[O:19])=[CH:15][C:14]=3[CH:23]=2)=[CH:6][CH:5]=1)[CH3:2] |f:2.3,4.5.6|. Reported procedure: A mixture of 6.2 g of 10A, 100 ml of ethanol and 200 ml of tetrahydrofuran was heated to 60°-70° C. A solution of 1.53 g of hydroxylamine hydrochloride and 1.16 g of sodium carbonate in 20 ml of water was added. The mixture was heated for 3 hours at 60°-70° C. The resulting solid was collected, washed with water, then ethanol, and extracted with methylene chloride. The solvent was evaporated from the extract under reduced pressure to give ethyl 5-(4-(1-(hydroxyimino)ethyl)phenyl)-2-benzofurancar... Reactants: CC1(CC(C1)C(=O)C1=CC=C(C(=O)O)C=C1)C (4-(3,3-dimethylcyclobutanecarbonyl)benzoic acid), 2-tert-butyl-1,3-diisopropylurea. Run in C(Cl)Cl (methylene chloride), C(Cl)Cl (methylene chloride). Product: CC1(CC(C1)C(=O)C1=CC=C(C(=O)OC(C)(C)C)C=C1)C (tert-butyl 4-(3,3-dimethylcyclobutanecarbonyl)benzoate). Isolated yield 113.3%. RXN SMILES: [CH3:1][C:2]1([CH3:17])[CH2:5][CH:4]([C:6]([C:8]2[CH:16]=[CH:15][C:11]([C:12]([OH:14])=[O:13])=[CH:10][CH:9]=2)=[O:7])[CH2:3]1>C(Cl)Cl>[CH3:1][C:2]1([CH3:17])[CH2:3][CH:4]([C:6]([C:8]2[CH:9]=[CH:10][C:11]([C:12]([O:14][C:2]([CH3:5])([CH3:3])[CH3:1])=[O:13])=[CH:15][CH:16]=2)=[O:7])[CH2:5]1. Procedure details: To a flask containing 4-(3,3-dimethylcyclobutanecarbonyl)benzoic acid (1.89 g, 8.14 mmol) in anhydrous methylene chloride (20.3 mL) was added 2-tert-butyl-1,3-diisopropylurea (6.28 g, 31.3 mmol). The reaction was refluxed for 24 h. The reaction was then diluted with methylene chloride and quenched with a solution of saturated sodium bicarbonate. The aqueous layer was extracted three times with methylene chloride. The combined organic layers were washed with brine and dried with sodium sulfate, f...